From a dataset of the Open Reaction Database (ORD), a public repository of structured organic reaction records. describe an organic reaction: reactants, conditions, products, and yield The reactants are [BH4-], CCO, CCOC(=O)CC(=O)c1ccc2c(c1)CC(CNS(=O)(=O)c1ccc(Cl)cc1)C2, [Na+]. Yields the product CCOC(=O)CC(O)c1ccc2c(c1)CC(CNS(=O)(=O)c1ccc(Cl)cc1)C2. RXN SMILES: [BH4-:30].[CH3:32][CH2:33][OH:34].[Cl:1][c:2]1[cH:3][cH:4][c:5]([S:8](=[O:9])(=[O:10])[NH:11][CH2:12][CH:13]2[CH2:14][c:15]3[cH:16][cH:17][c:18]([C:22]([CH2:23][C:24](=[O:25])[O:26][CH2:27][CH3:28])=[O:29])[cH:19][c:20]3[CH2:21]2)[cH:6][cH:7]1.[Na+:31]>>[Cl:1][c:2]1[cH:3][cH:4][c:5]([S:8](=[O:9])(=[O:10])[NH:11][CH2:12][CH:13]2[CH2:14][c:15]3[cH:16][cH:17][c:18]([CH:22]([CH2:23][C:24](=[O:25])[O:26][CH2:27][CH3:28])[OH:29])[cH:19][c:20]3[CH2:21]2)[cH:6][cH:7]1.